This data is from the Open Reaction Database (ORD), a public repository of structured organic reaction records. The task is: describe an organic reaction: reactants, conditions, products, and yield Reactants: FC1=C2CCN(N3C2=C(C=C1)C(C(=C3)C(=O)O)=O)C (4-Fluoro-2,3-dihydro-1-methyl-7-oxo-1H,7H -pyrido[3,2,1-ij]cinnoline-8-carboxylic acid), N1CCCC1 (pyrrolidine), C(C)#N (acetonitrile). The solvent is C(C)O (ethanol). Product: N1(CCCC1)C1=C2CCN(N3C2=C(C=C1)C(C(=C3)C(=O)O)=O)C (4-(Pyrrolidin-1-yl)-2,3-dihydro-1-methyl-7-oxo-1H,7H-pyrido[3,2,1-ij]cinnoline-8-carboxylic acid). Isolated yield 84.0%. As a reaction SMILES: F[C:2]1[CH:11]=[CH:10][C:9]2[C:12](=[O:18])[C:13]([C:15]([OH:17])=[O:16])=[CH:14][N:7]3[C:8]=2[C:3]=1[CH2:4][CH2:5][N:6]3[CH3:19].[NH:20]1[CH2:24][CH2:23][CH2:22][CH2:21]1.C(#N)C>C(O)C>[N:20]1([C:2]2[CH:11]=[CH:10][C:9]3[C:12](=[O:18])[C:13]([C:15]([OH:17])=[O:16])=[CH:14][N:7]4[C:8]=3[C:3]=2[CH2:4][CH2:5][N:6]4[CH3:19])[CH2:24][CH2:23][CH2:22][CH2:21]1. Procedure: 15 mg (0.06 mmol) of the compound (191) obtained in Example 64 and 0.1 ml of pyrrolidine were added to 5 ml of acetonitrile, and the solution was heated at reflux for 2 hours. After the solvent was removed by distillation, obtained crystals were dispersed in ethanol and filtered off and washed with ethanol and ether in this order to obtain 15 mg of the subject compound (192) in a 84% yield. The reactants are C(C)(C)(C)OC(=O)N[C@H](C(=O)O)CC1=CC(=CC=C1)C(F)(F)F ((2S)-2-[(tert-butoxycarbonyl)amino]-3-[3-(trifluoromethyl)phenyl]-propanoic acid). Solvent: O1CCCC1 (tetrahydrofuran), C1CCOC1 (THF). Reaction conditions: time 6 hour. The product is N[C@H](CO)CC1=CC(=CC=C1)C(F)(F)F ((2S)-2-amino-3-[3-(trifluoromethyl)phenyl]propan-1-ol). Reaction SMILES: C(OC([NH:8][C@@H:9]([CH2:13][C:14]1[CH:19]=[CH:18][CH:17]=[C:16]([C:20]([F:23])([F:22])[F:21])[CH:15]=1)[C:10](O)=[O:11])=O)(C)(C)C>O1CCCC1>[NH2:8][C@@H:9]([CH2:13][C:14]1[CH:19]=[CH:18][CH:17]=[C:16]([C:20]([F:21])([F:22])[F:23])[CH:15]=1)[CH2:10][OH:11]. Procedure: To a solution of (2S)-2-[(tert-butoxycarbonyl)amino]-3-[3-(trifluoromethyl)phenyl]-propanoic acid (Aldrich) (10.00 g, 30.00 mmol) in tetrahydrofuran (25 mL) with stirring, 1.0 M borane-THF complex in THF (100.0 mL, 100.0 mmol) (newly opened) was added dropwise to keep the internal temperature at 0° C. (release gas, about 15 min). After addition the reaction was stirred at room temperature (rt) for 6 hrs, cooled down with ice-bath, quenched with AcOH:MeOH (1:5, 50 mL), and partitioned between sat...